From a dataset of the Open Reaction Database (ORD), a public repository of structured organic reaction records. describe an organic reaction: reactants, conditions, products, and yield Reactants: BrC1=CC2=C(C(=NO2)C)C=C1 (6-bromo-3-methyl-1,2-benzisoxazole), CC1=C(C=C(C=C1)NC(=O)C1=COC=C1)B1OC(C(O1)(C)C)(C)C (N-[4-methyl-3-(4,4,5,5-tetramethyl-[1,3,2]dioxaborolan-2-yl)-phenyl]-3-furamide), CC1=C(C=C(C=C1)NC(=O)C1=COC=C1)B1OC(C(O1)(C)C)(C)C (N-[4-methyl-3-(4,4,5,5-tetramethyl-[1,3,2]dioxaborolan-2-yl)-phenyl]-3-furamide). Yields the product CC1=C(C=C(C=C1)NC(=O)C1=COC=C1)C1=CC2=C(C(=NO2)C)C=C1 (N-[4-Methyl-3-(3-methyl-1,2-benzisoxazol-6-yl)phenyl]-3-furamide). Isolated yield 52.9%. As a reaction SMILES: Br[C:2]1[CH:11]=[CH:10][C:5]2[C:6]([CH3:9])=[N:7][O:8][C:4]=2[CH:3]=1.[CH3:12][C:13]1[CH:18]=[CH:17][C:16]([NH:19][C:20]([C:22]2[CH:26]=[CH:25][O:24][CH:23]=2)=[O:21])=[CH:15][C:14]=1B1OC(C)(C)C(C)(C)O1>>[CH3:12][C:13]1[CH:14]=[CH:15][C:16]([NH:19][C:20]([C:22]2[CH:26]=[CH:25][O:24][CH:23]=2)=[O:21])=[CH:17][C:18]=1[C:2]1[CH:11]=[CH:10][C:5]2[C:6]([CH3:9])=[N:7][O:8][C:4]=2[CH:3]=1. Procedure details: Example 6 was prepared in a similar manner to Example 4 using 6-bromo-3-methyl-1,2-benzisoxazole (11 mg) and N-[4-methyl-3-(4,4,5,5-tetramethyl-[1,3,2]dioxaborolan-2-yl)-phenyl]-3-furamide (Intermediate 17, 16 mg) to give the title compound as an oil (8.6 mg). Reactants: NCC1(CCCCCC1)CC(=O)O (1-aminomethyl-1-cycloheptane-acetic acid), Cl (hydrochloric acid), Cl (hydrochloride). Yields the product Cl.NCC1(CCCCCC1)CC(=O)O (1-aminomethyl-1-cycloheptane-acetic acid hydrochloride). Reaction SMILES: [NH2:1][CH2:2][C:3]1([CH2:10][C:11]([OH:13])=[O:12])[CH2:9][CH2:8][CH2:7][CH2:6][CH2:5][CH2:4]1.[ClH:14]>>[ClH:14].[NH2:1][CH2:2][C:3]1([CH2:10][C:11]([OH:13])=[O:12])[CH2:9][CH2:8][CH2:7][CH2:6][CH2:5][CH2:4]1 |f:2.3|. Procedure details: 13.7 g. 1,1-cycloheptane-diacetic anhydride are mixed with 2.36 g. anhydrous methanol in 10 ml. benzene and boiled under reflux for 2 hours. After evaporation in a vacuum, there are obtained 15.9 g. 1,1-cycloheptanediacetic acid monomethyl ester which is dissolved in 100 ml. anhydrous acetone and then, according to the description given in German Pat. No. 2,460,891, first mixed with 8.1 g. triethylamine in 30 ml. acetone, thereafter with 9.8 g. ethyl chloroformate in 30 ml. anhydrous acetone and...